This data is from the Open Reaction Database (ORD), a public repository of structured organic reaction records. The task is: describe an organic reaction: reactants, conditions, products, and yield Starting materials: COc1ccc(C(=O)c2ccc(OCCN3CCCCC3)c(F)c2)c(Br)c1, COc1ccc2c(c1)CCC([Sn](C)(C)C)=C2. Yields the product COc1ccc2c(c1)CCC(c1cc(OC)ccc1C(=O)c1ccc(OCCN3CCCCC3)c(F)c1)=C2. As a reaction SMILES: [Br:1][c:2]1[c:3]([C:10](=[O:11])[c:12]2[cH:13][c:14]([F:27])[c:15]([O:18][CH2:19][CH2:20][N:21]3[CH2:22][CH2:23][CH2:24][CH2:25][CH2:26]3)[cH:16][cH:17]2)[cH:4][cH:5][c:6]([O:8][CH3:9])[cH:7]1.[CH3:28][O:29][c:30]1[cH:31][c:32]2[c:37]([cH:38][cH:39]1)[CH:36]=[C:35]([Sn:40]([CH3:41])([CH3:42])[CH3:43])[CH2:34][CH2:33]2>>[c:2]1([C:35]2=[CH:36][c:37]3[c:32]([cH:31][c:30]([O:29][CH3:28])[cH:39][cH:38]3)[CH2:33][CH2:34]2)[c:3]([C:10](=[O:11])[c:12]2[cH:13][c:14]([F:27])[c:15]([O:18][CH2:19][CH2:20][N:21]3[CH2:22][CH2:23][CH2:24][CH2:25][CH2:26]3)[cH:16][cH:17]2)[cH:4][cH:5][c:6]([O:8][CH3:9])[cH:7]1. Starting materials: FC=1C=C(C(=N)N)C=CC1F (3,4-difluoro-benzamidine), ClC1=C(C=C(C#N)C#N)C=CC(=C1)Cl (2-(2,4-dichloro-benzylidene)-malononitrile). Yields the product NCC=1C(=NC(=NC1C1=C(C=C(C=C1)Cl)Cl)C1=CC(=C(C=C1)F)F)N (5-Aminomethyl-6-(2,4-dichloro-phenyl)-2-(3,4-difluoro-phenyl)-pyrimidin-4-ylamine). RXN SMILES: [F:1][C:2]1[CH:3]=[C:4]([CH:8]=[CH:9][C:10]=1[F:11])[C:5]([NH2:7])=[NH:6].[Cl:12][C:13]1[CH:24]=[C:23]([Cl:25])[CH:22]=[CH:21][C:14]=1[CH:15]=[C:16]([C:19]#[N:20])[C:17]#[N:18]>>[NH2:20][CH2:19][C:16]1[C:17]([NH2:18])=[N:6][C:5]([C:4]2[CH:8]=[CH:9][C:10]([F:11])=[C:2]([F:1])[CH:3]=2)=[N:7][C:15]=1[C:14]1[CH:21]=[CH:22][C:23]([Cl:25])=[CH:24][C:13]=1[Cl:12]. Reported procedure: The title compound, MS: m/e=381.3 (M+H+), was prepared from 3,4-difluoro-benzamidine and 2-(2,4-dichloro-benzylidene)-malononitrile in analogy to the process described in Example 11 as a solid.